From a dataset of the Open Reaction Database (ORD), a public repository of structured organic reaction records. describe an organic reaction: reactants, conditions, products, and yield Product: CS(=O)C1C(O)C(CO)OC1n1ccc(=O)[nH]c1=O. Reactants: CSC1C(O)C(CO)OC1n1ccc(=O)[nH]c1=O, CCO, O=C(OO)c1cccc(Cl)c1. Reaction SMILES: [CH3:1][S:2][CH:3]1[CH:4]([n:11]2[c:12](=[O:13])[nH:14][c:15](=[O:16])[cH:17][cH:18]2)[O:5][CH:6]([CH2:9][OH:10])[CH:7]1[OH:8].[CH3:30][CH2:31][OH:32].[Cl:19][c:20]1[cH:21][cH:22][cH:23][c:24]([C:25]([O:26][OH:28])=[O:27])[cH:29]1>>[CH3:1][S:2]([CH:3]1[CH:4]([n:11]2[c:12](=[O:13])[nH:14][c:15](=[O:16])[cH:17][cH:18]2)[O:5][CH:6]([CH2:9][OH:10])[CH:7]1[OH:8])=[O:27]. Reactants: CC(=O)O, OC(Cc1nc(CC2(C(F)(F)F)CC2)c[nH]1)(c1ccc(-n2cccn2)cc1)C(F)(F)F, [Na+], [OH-]. Yields the product FC(F)(F)C(=Cc1nc(CC2(C(F)(F)F)CC2)c[nH]1)c1ccc(-n2cccn2)cc1. RXN SMILES: [CH3:34][C:35](=[O:36])[OH:37].[F:1][C:2]([C:3]([CH2:4][c:5]1[nH:6][cH:7][c:8]([CH2:10][C:11]2([C:14]([F:15])([F:16])[F:17])[CH2:12][CH2:13]2)[n:9]1)([OH:18])[c:19]1[cH:20][cH:21][c:22](-[n:25]2[n:26][cH:27][cH:28][cH:29]2)[cH:23][cH:24]1)([F:30])[F:31].[Na+:33].[OH-:32]>>[F:1][C:2]([C:3](=[CH:4][c:5]1[nH:6][cH:7][c:8]([CH2:10][C:11]2([C:14]([F:15])([F:16])[F:17])[CH2:12][CH2:13]2)[n:9]1)[c:19]1[cH:20][cH:21][c:22](-[n:25]2[n:26][cH:27][cH:28][cH:29]2)[cH:23][cH:24]1)([F:30])[F:31]. Starting materials: C(=O)(O)[O-].[Na+] (NaHCO3), CN(C(C(=O)O)C1=CSC=C1)C (2-(dimethylamino)-2-(thiophen-3-yl)acetic acid), C(CCl)Cl (EDC), NC1=CC(=C(C(=O)N)C=C1)C (4-amino-2-methylbenzamide). Reagents/catalysts: CN(C)C=1C=CN=CC1 (DMAP). Run in N1=CC=CC=C1 (pyridine). Run at time 10 hour. Yields the product CN(C(C(=O)NC1=CC(=C(C(=O)N)C=C1)C)C1=CSC=C1)C (4-(2-(dimethylamino)-2-(thiophen-3-yl)acetamido)-2-methylbenzamide). RXN SMILES: [CH3:1][N:2]([CH3:12])[CH:3]([C:7]1[CH:11]=[CH:10][S:9][CH:8]=1)[C:4]([OH:6])=O.C(Cl)CCl.[NH2:17][C:18]1[CH:26]=[CH:25][C:21]([C:22]([NH2:24])=[O:23])=[C:20]([CH3:27])[CH:19]=1.C([O-])(O)=O.[Na+]>N1C=CC=CC=1.CN(C1C=CN=CC=1)C>[CH3:12][N:2]([CH3:1])[CH:3]([C:7]1[CH:11]=[CH:10][S:9][CH:8]=1)[C:4]([NH:17][C:18]1[CH:26]=[CH:25][C:21]([C:22]([NH2:24])=[O:23])=[C:20]([CH3:27])[CH:19]=1)=[O:6] |f:3.4|. Reported procedure: To 2-(dimethylamino)-2-(thiophen-3-yl)acetic acid in pyridine was added EDC, DMAP and 4-amino-2-methylbenzamide (E112) and the solution was stirred for 10 hours at room temperature. The mixture was poured into NaHCO3 (sat) and extracted with EtOAc. The extracts were dried (MgSO4), filtered and evaporated. Column chromatography (SiO2, 0-100% EtOAc/Hex) gave pure 4-(2-(dimethylamino)-2-(thiophen-3-yl)acetamido)-2-methylbenzamide (E113). Reactants: CC1=C2N(C3=CC=CC=C13)C(C(CC2)=C)=O (8,9-dihydro-10-methyl-7-methylenepyrido[1,2-a]indol-6(7H)-one), CC=1NC=CN1 (2-methylimidazole), C(C)(C)O (isopropyl alcohol). Solvent: O (water). Reaction conditions: temperature 100 celsius. The product is CC1=C2N(C3=CC=CC=C13)C(C(CC2)CN2C(=NC=C2)C)=O (8,9-dihydro-10-methyl-7-[(2-methyl-1H-imidazol-1-yl)methyl]pyrido[1,2-a]indol-6(7H)-one). Yield: 30.4%. As a reaction SMILES: [CH3:1][C:2]1[C:10]2[C:5](=[CH:6][CH:7]=[CH:8][CH:9]=2)[N:4]2[C:11](=[O:16])[C:12](=[CH2:15])[CH2:13][CH2:14][C:3]=12.[CH3:17][C:18]1[NH:19][CH:20]=[CH:21][N:22]=1.C(O)(C)C>O>[CH3:1][C:2]1[C:10]2[C:5](=[CH:6][CH:7]=[CH:8][CH:9]=2)[N:4]2[C:11](=[O:16])[CH:12]([CH2:15][N:19]3[CH:20]=[CH:21][N:22]=[C:18]3[CH3:17])[CH2:13][CH2:14][C:3]=12. Reported procedure: A mixture of 8,9-dihydro-10-methyl-7-methylenepyrido[1,2-a]indol-6(7H)-one (142 mg), 2-methylimidazole (180 mg), isopropyl alcohol (1 ml) and water (0.4 ml) was heated at 100° C. for 3 hours. The reaction mixture was purified by a procedure analogous to that of Example 74 to give 8,9-dihydro-10-methyl-7-[(2-methyl-1H-imidazol-1-yl)methyl]pyrido[1,2-a]indol-6(7H)-one (60 mg). The reactants are C1=CCCCC1 (cyclohexene), Cl (hydrochloric acid), C(C1=CC=CC=C1)OC[C@H](C(=O)O)CC1=CC=CC2=CC=CC=C12 ((2R)-3-benzyloxy-2-(1-naphthylmethyl)propionic acid). The reagents and catalysts are [C].[Pd] (palladium carbon). Solvent: C1CCOC1 (THF). Product: OC[C@H](C(=O)O)CC1=CC=CC2=CC=CC=C12 ((2R)-3-hydroxy-2-(1-naphthylmethyl)propionic acid). RXN SMILES: C([O:8][CH2:9][C@@H:10]([CH2:14][C:15]1[C:24]2[C:19](=[CH:20][CH:21]=[CH:22][CH:23]=2)[CH:18]=[CH:17][CH:16]=1)[C:11]([OH:13])=[O:12])C1C=CC=CC=1.C1CCCCC=1.Cl>C1COCC1.[C].[Pd]>[OH:8][CH2:9][C@@H:10]([CH2:14][C:15]1[C:24]2[C:19](=[CH:20][CH:21]=[CH:22][CH:23]=2)[CH:18]=[CH:17][CH:16]=1)[C:11]([OH:13])=[O:12] |f:4.5|. Procedure details: (2R)-3-benzyloxy-2-(1-naphthylmethyl)propionic acid was dissolved in 6 ml of THF, and 3 ml of cyclohexene, 2.5 ml of 1N hydrochloric acid and 400 mg of 10% palladium carbon were added thereto. The mixture was refluxed under heating for 48 hours. After filtration, the solvent was distilled off under reduced pressure, and the residue was divided with ethyl acetate and a 4% sodium hydrogencarbonate aqueous solution. The aqueous layer was adjusted to pH2 with 1N hydrochloric acid under cooling with ... The reactants are O=C1NC(=O)c2ccccc21, CN(C)C=O, COc1ccc(-c2cc(COS(C)(=O)=O)c(=O)n(CC3CC3)n2)cc1F, [K], O. Yields the product COc1ccc(-c2cc(CN)c(=O)n(CC3CC3)n2)cc1F. As a reaction SMILES: [C:27]1(=[O:28])[NH:31][C:29](=[O:30])[c:32]2[cH:33][cH:34][cH:35][cH:36][c:37]21.[CH3:40][N:41]([CH3:42])[CH:43]=[O:44].[CH:1]1([CH2:4][n:5]2[n:6][c:7](-[c:18]3[cH:19][c:20]([F:26])[c:21]([O:24][CH3:25])[cH:22][cH:23]3)[cH:8][c:9]([CH2:12][O:13][S:14]([CH3:15])(=[O:16])=[O:17])[c:10]2=[O:11])[CH2:2][CH2:3]1.[K:38].[OH2:39]>>[CH:1]1([CH2:4][n:5]2[n:6][c:7](-[c:18]3[cH:19][c:20]([F:26])[c:21]([O:24][CH3:25])[cH:22][cH:23]3)[cH:8][c:9]([CH2:12][NH2:31])[c:10]2=[O:11])[CH2:2][CH2:3]1. Starting materials: CC(=O)[O-], CO, [NH4+], CCC(=O)CC(=O)OC. Yields the product CCC(N)=CC(=O)OC. RXN SMILES: [CH3:11][C:12](=[O:13])[O-:14].[CH3:15][OH:16].[NH4+:10].[O:1]=[C:2]([CH2:3][C:4](=[O:5])[O:6][CH3:7])[CH2:8][CH3:9]>>[C:2](=[CH:3][C:4](=[O:5])[O:6][CH3:7])([CH2:8][CH3:9])[NH2:10]. The reactants are C(C)(C)(C)OC(=O)N1C[C@H](N(CC1)C(=O)OCC1=CC=CC=C1)C ((R)-2-Methyl-piperazine-1,4-dicarboxylic acid 1-benzyl ester 4-tert-butyl ester), C(=O)(C(F)(F)F)O (TFA). The solvent is ClCCl (dichloromethane). Product: C(C1=CC=CC=C1)OC(=O)N1[C@@H](CNCC1)C ((R)-2-Methyl-piperazine-1-carboxylic acid benzyl ester). Reaction SMILES: C(OC([N:8]1[CH2:13][CH2:12][N:11]([C:14]([O:16][CH2:17][C:18]2[CH:23]=[CH:22][CH:21]=[CH:20][CH:19]=2)=[O:15])[C@H:10]([CH3:24])[CH2:9]1)=O)(C)(C)C.C(O)(C(F)(F)F)=O>ClCCl>[CH2:17]([O:16][C:14]([N:11]1[CH2:12][CH2:13][NH:8][CH2:9][C@H:10]1[CH3:24])=[O:15])[C:18]1[CH:19]=[CH:20][CH:21]=[CH:22][CH:23]=1. Procedure details: A solution of 4.3 g (R)-2-Methyl-piperazine-1,4-dicarboxylic acid 1-benzyl ester 4-tert-butyl ester in 20 ml dichloromethane was stirred in the presence of 10 ml TFA for 16 h. The solution was concentrated and the residue codistilled twice with toluene to give the crude hydrotrifluoroacetate. Yield: 6.1 g.